From a dataset of the Open Reaction Database (ORD), a public repository of structured organic reaction records. describe an organic reaction: reactants, conditions, products, and yield Starting materials: P(O)(O)(O)=O (phosphoric acid), O.O.O.O.O.O.O.S(=O)(=O)([O-])[O-].[Zn+2] (zinc sulfate heptahydrate). Solvent: O (water). The product is P(=O)([O-])([O-])[O-].[Zn+2].P(=O)([O-])([O-])[O-].[Zn+2].[Zn+2] (zinc phosphate). Reaction SMILES: [P:1](=[O:5])([OH:4])([OH:3])[OH:2].O.O.O.O.O.O.O.S([O-])([O-])(=O)=O.[Zn+2:18]>O>[P:1]([O-:5])([O-:4])([O-:3])=[O:2].[Zn+2:18].[P:1]([O-:5])([O-:4])([O-:3])=[O:2].[Zn+2:18].[Zn+2:18] |f:1.2.3.4.5.6.7.8.9,11.12.13.14.15|. Reported procedure: 7,000 g of water and 484 g of 85% phosphoric acid were mixed, and 1,150 g of zinc sulfate heptahydrate was dissolved therein to obtain an aqueous zinc phosphate solution having a phosphorus/zinc molar ratio of 1.05. Product: O=C(C#CC1CC1)C(F)(F)F. Reactants: O=C(C#CC1CC1)C(F)(F)C(F)(F)F, CCOC(=O)C(F)(F)C(F)(F)F. RXN SMILES: [CH:1]1([C:4]#[C:5][C:6](=[O:7])[C:8]([C:9]([F:10])([F:11])[F:12])([F:13])[F:14])[CH2:2][CH2:3]1.[F:15][C:16]([F:17])([F:18])[C:19]([F:20])([F:21])[C:22]([O:23][CH2:24][CH3:25])=[O:26]>>[CH:1]1([C:4]#[C:5][C:6](=[O:7])[C:8]([F:13])([F:14])[F:15])[CH2:2][CH2:3]1. Starting materials: ClCC(=O)OCCCCO[C@@H]1[C@H](C[C@@H]2CC[C@H]3[C@@H]4CC[C@H](C(C)=O)[C@]4(CC([C@@H]3[C@]2(C1)C)=O)C)O (2β-(4'-Chloroacetoxy-n-butoxy)-3α-hydroxy-5α-pregnane-11,20-dione), [I-].[Na+] (sodium iodide). The solvent is CC(=O)C (acetone). Product: O[C@H]1C[C@@H]2CC[C@H]3[C@@H]4CC[C@H](C(C)=O)[C@]4(CC([C@@H]3[C@]2(C[C@@H]1OCCCCOC(CI)=O)C)=O)C (3α-Hydroxy-2β-(4'-iodoacetoxy-n-butoxy)-5α-pregnane-11,20-dione). Isolated yield 87.7%. RXN SMILES: Cl[CH2:2][C:3]([O:5][CH2:6][CH2:7][CH2:8][CH2:9][O:10][C@H:11]1[CH2:30][C@@:29]2([CH3:31])[C@@H:14]([CH2:15][CH2:16][C@@H:17]3[C@@H:28]2[C:27](=[O:32])[CH2:26][C@@:25]2([CH3:33])[C@H:18]3[CH2:19][CH2:20][C@@H:21]2[C:22](=[O:24])[CH3:23])[CH2:13][C@@H:12]1[OH:34])=[O:4].[I-:35].[Na+]>CC(C)=O>[OH:34][C@@H:12]1[C@@H:11]([O:10][CH2:9][CH2:8][CH2:7][CH2:6][O:5][C:3](=[O:4])[CH2:2][I:35])[CH2:30][C@@:29]2([CH3:31])[C@@H:14]([CH2:15][CH2:16][C@@H:17]3[C@@H:28]2[C:27](=[O:32])[CH2:26][C@@:25]2([CH3:33])[C@H:18]3[CH2:19][CH2:20][C@@H:21]2[C:22](=[O:24])[CH3:23])[CH2:13]1 |f:1.2|. Reported procedure: 2β-(4'-Chloroacetoxy-n-butoxy)-3α-hydroxy-5α-pregnane-11,20-dione (450 mg.) was dissolved in acetone (30 ml.) and sodium iodide (460 mg.) added to this solution. The mixture was refluxed for 1 hour, a white precipitate forming in this time. The mixture was filtered and the filtrate evaporated to a yellowish solid which was partitioned between ether and water. The ethereal solution was dried over anhydrous sodium sulphate and evaporated in vacuo to give the title compound (467 mg.) as a pale yell... Starting materials: C(C)(C)(C)OC(N[C@H]([C@@H](CN(S(=O)(=O)C1=CC=C(C=C1)[N+](=O)[O-])CC(C)C)O)CC1=CC=CC=C1)=O ((1S,2R)-{1-benzyl-2-hydroxy-3-[isobutyl-(4-nitrobenzene sulfonyl)-amino]propyl}-carbamic acid tert-butyl ester), N(CCO)(CCO)CCO (triethanolamine). The reagents and catalysts are [C].[Pd] (palladium carbon). Solvent: CO (methanol). Reaction conditions: time 2 hour. Yields the product NC1=CC=C(C=C1)S(=O)(=O)N(CC(C)C)C[C@H]([C@H](CC1=CC=CC=C1)N)O (4-amino-N-(2R,3S)(3-amino-2-hydroxy-4-phenylbutyl)-N-isobutylbenzenesulfonamide). Yield: 95.0%. Reaction SMILES: C(OC(=O)[NH:7][C@@H:8]([CH2:29][C:30]1[CH:35]=[CH:34][CH:33]=[CH:32][CH:31]=1)[C@H:9]([OH:28])[CH2:10][N:11]([CH2:24][CH:25]([CH3:27])[CH3:26])[S:12]([C:15]1[CH:20]=[CH:19][C:18]([N+:21]([O-])=O)=[CH:17][CH:16]=1)(=[O:14])=[O:13])(C)(C)C.N(CCO)(CCO)CCO>CO.[C].[Pd]>[NH2:21][C:18]1[CH:19]=[CH:20][C:15]([S:12]([N:11]([CH2:10][C@@H:9]([OH:28])[C@@H:8]([NH2:7])[CH2:29][C:30]2[CH:31]=[CH:32][CH:33]=[CH:34][CH:35]=2)[CH2:24][CH:25]([CH3:27])[CH3:26])(=[O:14])=[O:13])=[CH:16][CH:17]=1 |f:3.4|. Procedure: The compound of formula 3a (100 g), 10% palladium carbon (10 g) and triethanolamine (2 g) were suspended in methanol and then hydrogenated at 40-45° C. for 2 h. After completion of the reaction (TLC monitoring), filtered the reaction mass to remove palladium carbon. cp. HCl (62 mL) was added to the filtrate, heated to reflux and maintained for 2 h. The reaction mass was cooled to ambient temperature, pH of the reaction mass was adjusted to 6.0-7.0 with 20% sodium hydroxide solution. Methanol was... Reactants: O=C(O)Cn1c(=O)ccc2cc(F)c(F)cc21, Nc1sccc1-c1ncon1. Yields the product O=C(Cn1c(=O)ccc2cc(F)c(F)cc21)Nc1sccc1-c1ncon1. Reaction SMILES: [F:12][c:13]1[cH:14][c:15]2[cH:16][cH:17][c:18](=[O:28])[n:19]([CH2:24][C:25](=[O:26])[OH:27])[c:20]2[cH:21][c:22]1[F:23].[o:1]1[n:2][c:3](-[c:6]2[c:7]([NH2:11])[s:8][cH:9][cH:10]2)[n:4][cH:5]1>>[o:1]1[n:2][c:3](-[c:6]2[c:7]([NH:11][C:25]([CH2:24][n:19]3[c:18](=[O:28])[cH:17][cH:16][c:15]4[cH:14][c:13]([F:12])[c:22]([F:23])[cH:21][c:20]43)=[O:26])[s:8][cH:9][cH:10]2)[n:4][cH:5]1. Reactants: CC=1C=C(C=CC1[N+](=O)[O-])N=C1NC2(CS1)CCCC2 (2-(3-methyl-4-nitrophenylimino)-3-thia-1-azaspiro[4.4]nonane), C(C(C)C)Br (isobutyl bromide). The product is C(C(C)C)N1C(SCC12CCCC2)=NC2=CC(=C(C=C2)[N+](=O)[O-])C (1-isobutyl-2-(3-methyl-4-nitrophenylimino)-3-thia-1-azaspiro[4.4]nonane). Reaction SMILES: [CH3:1][C:2]1[CH:3]=[C:4]([N:11]=[C:12]2[S:16][CH2:15][C:14]3([CH2:20][CH2:19][CH2:18][CH2:17]3)[NH:13]2)[CH:5]=[CH:6][C:7]=1[N+:8]([O-:10])=[O:9].[CH2:21](Br)[CH:22]([CH3:24])[CH3:23]>>[CH2:21]([N:13]1[C:14]2([CH2:17][CH2:18][CH2:19][CH2:20]2)[CH2:15][S:16][C:12]1=[N:11][C:4]1[CH:5]=[CH:6][C:7]([N+:8]([O-:10])=[O:9])=[C:2]([CH3:1])[CH:3]=1)[CH:22]([CH3:24])[CH3:23]. Reported procedure: 3-Methyl-4-nitroaniline was converted to 3-methyl-4-nitrophenyl isothiocyanate according to Method A2a, Step 3. 1-Amino-1-(hydroxymethyl)cyclopentane was synthesized as described in Method B1c. The 2-hydroxyethylamine was reacted with SOCl2 according to Method B7a to give 1-amino-1-(chloromethyl)cyclopentane HCl salt. The 2-chloroethylamine was reacted with 3-methyl-4-nitrophenyl isothiocyanate according to Method C1a to give 2-(3-methyl-4-nitrophenylimino)-3-thia-1-azaspiro[4.4]nonane. The thia... The reactants are Cc1ccccc1, [Cl-], [Cl-], CC(Cl)C(=O)Cl, N#Cc1nn(-c2c(Cl)cc(C(F)(F)F)cc2Cl)c(N)c1SC(F)(F)F, [Zn+2]. The product is CC(Cl)C(=O)Nc1c(SC(F)(F)F)c(C#N)nn1-c1c(Cl)cc(C(F)(F)F)cc1Cl. As a reaction SMILES: [CH3:32][c:33]1[cH:34][cH:35][cH:36][cH:37][cH:38]1.[Cl-:39].[Cl-:41].[Cl:26][CH:27]([C:28](=[O:29])[Cl:30])[CH3:31].[NH2:1][c:2]1[c:3]([S:21][C:22]([F:23])([F:24])[F:25])[c:4]([C:19]#[N:20])[n:5][n:6]1-[c:7]1[c:8]([Cl:18])[cH:9][c:10]([C:14]([F:15])([F:16])[F:17])[cH:11][c:12]1[Cl:13].[Zn+2:40]>>[NH:1]([c:2]1[c:3]([S:21][C:22]([F:23])([F:24])[F:25])[c:4]([C:19]#[N:20])[n:5][n:6]1-[c:7]1[c:8]([Cl:18])[cH:9][c:10]([C:14]([F:15])([F:16])[F:17])[cH:11][c:12]1[Cl:13])[C:28]([CH:27]([Cl:26])[CH3:31])=[O:29]. Starting materials: COc1ccc(C=C2CCCc3cc(C)cnc32)cc1OC(C)=O, Cl. The product is Cl, COc1ccc(C=C2CCCc3cc(C)cnc32)cc1O. RXN SMILES: [C:1](=[O:2])([CH3:3])[O:4][c:5]1[cH:6][c:7]([CH:8]=[C:9]2[CH2:10][CH2:11][CH2:12][c:13]3[cH:14][c:15]([CH3:19])[cH:16][n:17][c:18]32)[cH:20][cH:21][c:22]1[O:23][CH3:24].[ClH:25]>>[ClH:25].[OH:4][c:5]1[cH:6][c:7]([CH:8]=[C:9]2[CH2:10][CH2:11][CH2:12][c:13]3[cH:14][c:15]([CH3:19])[cH:16][n:17][c:18]32)[cH:20][cH:21][c:22]1[O:23][CH3:24]. The reactants are C([O-])(O)=O.[Na+] (sodium bicarbonate), C1OC(C(CC(=O)OC)C)OC1 (methyl 4,4-ethylenedioxy-3-methylbutanoate), [H-].[Al+3].[Li+].[H-].[H-].[H-] (lithium aluminum hydride). Solvent: CCOCC (ether), CCOCC (ether). Conditions: time 2 hour. Product: C1OC(C(CCO)C)OC1 (4,4-ethylenedioxy-3-methyl-1-butanol). Yield: 28.1%. RXN SMILES: [CH2:1]1[CH2:12][O:11][CH:3]([CH:4]([CH3:10])[CH2:5][C:6](OC)=[O:7])[O:2]1.[H-].[Al+3].[Li+].[H-].[H-].[H-].C(=O)(O)[O-].[Na+]>CCOCC>[CH2:1]1[CH2:12][O:11][CH:3]([CH:4]([CH3:10])[CH2:5][CH2:6][OH:7])[O:2]1 |f:1.2.3.4.5.6,7.8|. Procedure: A solution of methyl 4,4-ethylenedioxy-3-methylbutanoate (63.2 g) in ether (200 ml) is added dropwise to a mixture of lithium aluminum hydride (13.8 g, 0.363 m) in ether (500 ml) at 0° C. under nitrogen. The resulting mixture is stirred for 2 hr., treated with 5% sodium bicarbonate solution (100 ml), allowed to warm to room temperature and filtered. The filtrate is dried (Na2SO4) and the solvent is evaporated in vacuo to give the crude product (26 g). This material is further purified by column ... Starting materials: ClC1=C(CCO)C=CC(=C1)[N+](=O)[O-] (2-chloro-4-nitrophenethyl alcohol), C(Br)(Br)(Br)Br (carbon tetrabromide), C1(=CC=CC=C1)P(C1=CC=CC=C1)C1=CC=CC=C1 (triphenylphosphine). The solvent is ClCCl (dichloromethane). Conditions: time 15 minute. Product: BrCCC1=C(C=C(C=C1)[N+](=O)[O-])Cl (1-(2-bromo-ethyl)-2-chloro-4-nitrobenzene). Isolated yield 84.7%. As a reaction SMILES: [Cl:1][C:2]1[CH:10]=[C:9]([N+:11]([O-:13])=[O:12])[CH:8]=[CH:7][C:3]=1[CH2:4][CH2:5]O.C(Br)(Br)(Br)[Br:15].C1(P(C2C=CC=CC=2)C2C=CC=CC=2)C=CC=CC=1>ClCCl>[Br:15][CH2:5][CH2:4][C:3]1[CH:7]=[CH:8][C:9]([N+:11]([O-:13])=[O:12])=[CH:10][C:2]=1[Cl:1]. Procedure details: To a stirred solution of 2-chloro-4-nitrophenethyl alcohol (1.17 g) in dichloromethane (15 ml) were added carbon tetrabromide (2.12 g) and triphenylphosphine (1.67 g) at room temperature, and the mixture was stirred for 15 minutes. The solvent was removed in vacuo, and purification of the residue by flash column chromatography on silica gel (eluent: hexane/ethyl acetate=9/1) gave 1-(2-bromo-ethyl)-2-chloro-4-nitrobenzene (1.30 g).